This data is from the Open Reaction Database (ORD), a public repository of structured organic reaction records. The task is: describe an organic reaction: reactants, conditions, products, and yield Starting materials: CO, CCOC(C)=O, CC(C)(C)C(=O)Nc1cnc(NCC2CCCCC2)c(CC(=O)O)c1, Cl. Product: COC(=O)Cc1cc(NC(=O)C(C)(C)C)cnc1NCC1CCCCC1. Reaction SMILES: [CH3:27][OH:28].[CH3:29][CH2:30][O:31][C:32]([CH3:33])=[O:34].[CH:1]1([CH2:7][NH:8][c:9]2[n:10][cH:11][c:12]([NH:19][C:20]([C:21]([CH3:22])([CH3:23])[CH3:24])=[O:25])[cH:13][c:14]2[CH2:15][C:16](=[O:17])[OH:18])[CH2:2][CH2:3][CH2:4][CH2:5][CH2:6]1.[ClH:26]>>[CH:1]1([CH2:7][NH:8][c:9]2[n:10][cH:11][c:12]([NH:19][C:20]([C:21]([CH3:22])([CH3:23])[CH3:24])=[O:25])[cH:13][c:14]2[CH2:15][C:16]([O:17][CH3:27])=[O:18])[CH2:2][CH2:3][CH2:4][CH2:5][CH2:6]1. Reported procedure: A mixture of 7-(2-bromophenyl)-1-(3-(thiazol-2-yl)benzyl)azepan-2-one (50 mg; 0.11 mmol), commercially available pyridin-4-ylboronic acid (14 mg; 0.11 mmol), and Pd(PPh3)4 (7 mg; 0.006 mmol) in THF (2 ml), and aq. 2 M Na2CO3 (0.2 ml) was heated to 80° C., under nitrogen, for 24 h. After cooling to rt, water and AcOEt were added. The separated aq. layer was further extracted with AcOEt. The mixed organic layers were washed with brine, dried over anh. MgSO4, filtered, and concentrated to dryness u... Reaction conditions: temperature 80 celsius. Reactants: BrC1=C(C=CC=C1)C1CCCCC(N1CC1=CC(=CC=C1)C=1SC=CN1)=O (7-(2-bromophenyl)-1-(3-(thiazol-2-yl)benzyl)azepan-2-one), N1=CC=C(C=C1)B(O)O (pyridin-4-ylboronic acid), C(=O)([O-])[O-].[Na+].[Na+] (Na2CO3), O (water). Reaction SMILES: Br[C:2]1[CH:7]=[CH:6][CH:5]=[CH:4][C:3]=1[CH:8]1[N:14]([CH2:15][C:16]2[CH:21]=[CH:20][CH:19]=[C:18]([C:22]3[S:23][CH:24]=[CH:25][N:26]=3)[CH:17]=2)[C:13](=[O:27])[CH2:12][CH2:11][CH2:10][CH2:9]1.[N:28]1[CH:33]=[CH:32][C:31](B(O)O)=[CH:30][CH:29]=1.C([O-])([O-])=O.[Na+].[Na+].O>C1COCC1.C1C=CC([P]([Pd]([P](C2C=CC=CC=2)(C2C=CC=CC=2)C2C=CC=CC=2)([P](C2C=CC=CC=2)(C2C=CC=CC=2)C2C=CC=CC=2)[P](C2C=CC=CC=2)(C2C=CC=CC=2)C2C=CC=CC=2)(C2C=CC=CC=2)C2C=CC=CC=2)=CC=1.CCOC(C)=O>[N:28]1[CH:33]=[CH:32][C:31]([C:2]2[CH:7]=[CH:6][CH:5]=[CH:4][C:3]=2[CH:8]2[N:14]([CH2:15][C:16]3[CH:21]=[CH:20][CH:19]=[C:18]([C:22]4[S:23][CH:24]=[CH:25][N:26]=4)[CH:17]=3)[C:13](=[O:27])[CH2:12][CH2:11][CH2:10][CH2:9]2)=[CH:30][CH:29]=1 |f:2.3.4,^1:52,54,73,92|. Reagents/catalysts: C=1C=CC(=CC1)[P](C=2C=CC=CC2)(C=3C=CC=CC3)[Pd]([P](C=4C=CC=CC4)(C=5C=CC=CC5)C=6C=CC=CC6)([P](C=7C=CC=CC7)(C=8C=CC=CC8)C=9C=CC=CC9)[P](C=1C=CC=CC1)(C=1C=CC=CC1)C=1C=CC=CC1 (Pd(PPh3)4). Run in C1CCOC1 (THF), CCOC(=O)C (AcOEt). Product: N1=CC=C(C=C1)C1=C(C=CC=C1)C1CCCCC(N1CC1=CC(=CC=C1)C=1SC=CN1)=O (7-(2-(pyridin-4-yl)phenyl)-1-(3-(thiazol-2-yl)benzyl)azepan-2-one). Starting materials: FC(C(=O)O)(F)F (Trifluoroacetic Acid), [Si](C)(C)(C(C)(C)C)OCC(CN1C(C2=CC=C(C=C2C(=C1)SC1CCN(CC1)C(=O)OC(C)(C)C)C1=C(C(=CC(=C1)C(NC1CC1)=O)F)C)=O)(C)C (tert-butyl 4-({2-(3-{[tert-butyl(dimethyl)silyl]oxy}-2,2-dimethylpropyl)-6-[5-(cyclopropylcarbamoyl)-3-fluoro-2-methylphenyl]-1-oxo-1,2-dihydroisoquinolin-4-yl}sulfanyl)piperidine-1-carboxylate), C1(=CC=CC=C1)C (Toluene). The solvent is C(Cl)Cl (DCM). Reaction conditions: time 30 minute. Product: C1(CC1)NC(C1=CC(=C(C(=C1)C=1C=C2C(=CN(C(C2=CC1)=O)CC(CO)(C)C)S(=O)C1CCNCC1)C)F)=O (N-Cyclopropyl-3-fluoro-5-[2-(3-hydroxy-2,2-dimethylpropyl)-1-oxo-4-(piperidin-4-ylsulfinyl)-1,2-dihydroisoquinolin-6-yl]-4-methylbenzamide). RXN SMILES: FC(F)(F)C(O)=[O:4].[Si]([O:15][CH2:16][C:17]([CH3:59])([CH3:58])[CH2:18][N:19]1[CH:28]=[C:27]([S:29][CH:30]2[CH2:35][CH2:34][N:33](C(OC(C)(C)C)=O)[CH2:32][CH2:31]2)[C:26]2[C:21](=[CH:22][CH:23]=[C:24]([C:43]3[CH:48]=[C:47]([C:49](=[O:54])[NH:50][CH:51]4[CH2:53][CH2:52]4)[CH:46]=[C:45]([F:55])[C:44]=3[CH3:56])[CH:25]=2)[C:20]1=[O:57])(C(C)(C)C)(C)C.C1(C)C=CC=CC=1>C(Cl)Cl>[CH:51]1([NH:50][C:49](=[O:54])[C:47]2[CH:48]=[C:43]([C:24]3[CH:25]=[C:26]4[C:21](=[CH:22][CH:23]=3)[C:20](=[O:57])[N:19]([CH2:18][C:17]([CH3:58])([CH3:59])[CH2:16][OH:15])[CH:28]=[C:27]4[S:29]([CH:30]3[CH2:35][CH2:34][NH:33][CH2:32][CH2:31]3)=[O:4])[C:44]([CH3:56])=[C:45]([F:55])[CH:46]=2)[CH2:53][CH2:52]1. Reported procedure: Trifluoroacetic Acid (1 mL) was added to a solution of tert-butyl 4-({2-(3-{[tert-butyl(dimethyl)silyl]oxy}-2,2-dimethylpropyl)-6-[5-(cyclopropylcarbamoyl)-3-fluoro-2-methylphenyl]-1-oxo-1,2-dihydroisoquinolin-4-yl}sulfanyl)piperidine-1-carboxylate (Example 59a, 0.06 g) in DCM (2 mL), and the reaction was stirred at room temperature for 30 min. Toluene (10 mL) was added and the volatiles were removed under reduced pressure (repeated 3×). The residue was purified by preparative HPLC (Phenomenex G... Starting materials: C1(=CC=CC=C1)C(C1=CC=CC=C1)NC(=O)[C@@H]1[C@H](O1)C(=O)OCC (ethyl (2S,3S)-3-diphenylmethylcarbamoyloxirane-2-carboxylate), [OH-].[Na+] (sodium hydroxide). The solvent is C(C)O (ethanol), C(C)O (ethanol). Conditions: time 3 hour. Yields the product C1(=CC=CC=C1)C(C1=CC=CC=C1)NC(=O)[C@@H]1[C@H](O1)C(=O)O ((2S,3S)-3-Diphenylmethylcarbamoyloxirane-2-carboxylic acid), product. The yield is 95.0%. RXN SMILES: [C:1]1([CH:7]([NH:14][C:15]([C@H:17]2[O:19][C@@H:18]2[C:20]([O:22]CC)=[O:21])=[O:16])[C:8]2[CH:13]=[CH:12][CH:11]=[CH:10][CH:9]=2)[CH:6]=[CH:5][CH:4]=[CH:3][CH:2]=1.[OH-].[Na+]>C(O)C>[C:8]1([CH:7]([NH:14][C:15]([C@H:17]2[O:19][C@@H:18]2[C:20]([OH:22])=[O:21])=[O:16])[C:1]2[CH:6]=[CH:5][CH:4]=[CH:3][CH:2]=2)[CH:13]=[CH:12][CH:11]=[CH:10][CH:9]=1 |f:1.2|. Reported procedure: In ethanol (300 mL) was dissolved ethyl (2S,3S)-3-diphenylmethylcarbamoyloxirane-2-carboxylate (5.50 g, 16.9 mmol.) obtained in Example 1. To the resulting solution was added a solution of 0.5N sodium hydroxide in ethanol (40.4 mL, 20.2 mmol.), and the mixture was stirred for 3 hours at room temperature. The solvent was distilled off under reduced pressure, and washed with two 100 mL portions of ethyl ether after addition of water (300 mL). The aqueous portion was made to show pH 1-2 by addition... Reactants: C(CCCCC)(=O)Br (hexanoyl bromide), [Br-].[Al+3].[Br-].[Br-] (aluminum bromide), ice, BrCCBr (1,2-dibromoethane), C#C (acetylene), C#C (acetylene). Run in [Cl-].[Na+].O (brine). The product is Br\C=C\C(CCCCC)=O (1-bromo-trans-1-octen-3-one). Reaction SMILES: [Br-].[Al+3].[Br-].[Br-].[Br:5][CH2:6][CH2:7]Br.C#C.[C:11](Br)(=[O:17])[CH2:12][CH2:13][CH2:14][CH2:15][CH3:16]>[Cl-].[Na+].O>[Br:5]/[CH:6]=[CH:7]/[C:11](=[O:17])[CH2:12][CH2:13][CH2:14][CH2:15][CH3:16] |f:0.1.2.3,7.8.9|. Reported procedure: A mixture of 300 g. of aluminum bromide and 250 ml. of 1,2-dibromoethane, cooled in an ice bath and protected from moisture, is saturated with acetylene. To the mixture is added with ice cooling 150 g. of hexanoyl bromide (Example 991) over a period of 20 minutes and the resulting mixture is treated with acetylene until gas uptake ceases. The reaction mixture is poured onto 500 ml. of saturated brine and 500 g. of ice. The resulting mixture is extracted twice with 500 ml. of ether. The combined ...